Task: describe an organic reaction: reactants, conditions, products, and yield. Dataset: the Open Reaction Database (ORD), a public repository of structured organic reaction records The reactants are CN(P(=O)(N(C)C)N(C)C)C (hexamethylphosphoramide), CCCCCC.C(CCC)[Li] (n-butyllitium hexane), C(C)(C)I (isopropyl iodide), BrC=1C=C2C=CC(C2=CC1)=O (5-bromo-1-oxoindene). Solvent: O1CCCC1 (tetrahydrofuran), O (Water). Run at temperature -78 celsius, time 2 hour. Yields the product BrC=1C=C2CC(C(C2=CC1)=O)C(C)C (5-bromo-2-isopropyl-1-oxoindane). RXN SMILES: [Br:1][C:2]1[CH:3]=[C:4]2[C:8](=[CH:9][CH:10]=1)[C:7](=[O:11])[CH:6]=[CH:5]2.CN(C)P(N(C)C)(N(C)C)=O.[CH3:23][CH2:24][CH2:25]CCC.C([Li])CCC.C(I)(C)C>O1CCCC1.O>[Br:1][C:2]1[CH:3]=[C:4]2[C:8](=[CH:9][CH:10]=1)[C:7](=[O:11])[CH:6]([CH:24]([CH3:25])[CH3:23])[CH2:5]2 |f:2.3|. Reported procedure: Under nitrogen atmosphere, 100 mg of 5-bromo-1-oxoindene was dissolved in 2 ml of tetrahydrofuran, and cooled down to −78° C. 0.4 ml of hexamethylphosphoramide, 0.3 ml of 1.57 M n-butyllitium hexane solution, and 1.0 ml of isopropyl iodide were added, and the mixture was stirred at −78° C. for 2 hours. Water was added to the reaction solution, and the mixture was extracted with ethyl acetate. Ethyl acetate layer was washed with saturated saline solution, and dried with anhydrous sodium sulfate. ... Reactants: [N+](=O)([O-])C=1C=CC(=NC1)OC1=CC=CC=C1 (5-Nitro-2-phenoxypyridine), stannous chloride, C([O-])([O-])=O.[Na+].[Na+] (Sodium carbonate), N (ammonia). The solvent is Cl (hydrochloric acid). Run at temperature 20 celsius, time 16 hour. Yields the product NC=1C=CC(=NC1)OC1=CC=CC=C1 (5-amino-2-phenoxypyridine). Yield: 70.0%. As a reaction SMILES: [N+:1]([C:4]1[CH:5]=[CH:6][C:7]([O:10][C:11]2[CH:16]=[CH:15][CH:14]=[CH:13][CH:12]=2)=[N:8][CH:9]=1)([O-])=O.C(=O)([O-])[O-].[Na+].[Na+].N>Cl>[NH2:1][C:4]1[CH:5]=[CH:6][C:7]([O:10][C:11]2[CH:16]=[CH:15][CH:14]=[CH:13][CH:12]=2)=[N:8][CH:9]=1 |f:1.2.3|. Reported procedure: 5-Nitro-2-phenoxypyridine (0.5 9, 2.3 mmol) was added portion wise to a solution of stannous chloride (2.6 g, 12 mmol) dissolved in concentrated hydrochloric acid (10 mL) at a temperature of 0-5° C. The reaction mixture was then stirred at 20° C. for 16 hours. Sodium carbonate (5 g) and aqueous ammonia (50 mL) was added. The mixture was extracted with ethyl acetate (2×50 mL) and the combined organic phases were washed with water (2×40 mL), dried (MgSO4), and concentrated in vacuo to give 0.3 g o... Reactants: C([O-])([O-])=O.[Li+].[Li+] (lithium carbonate), C1(CC1)[C@]1([C@@H](NCC1)C(C)C)O ((2S,3R)-3-cyclopropyl-2-isopropylpyrrolidin-3-ol), FC1=CC(=C(C#N)C=C1)OC (4-fluoro-2-methoxybenzonitrile). The product is O[C@@H]1[C@@H](N([C@@H](C1)C)C1=CC(=C(C#N)C=C1)OC)C (4-[(2S,3S,5R)-3-hydroxy-2,5-dimethylpyrrolidin-1-yl]-2-methoxybenzonitrile), solid. Isolated yield 7.3%. Reaction SMILES: C1([C@:4]2([OH:12])[CH2:8][CH2:7][NH:6][C@H:5]2[CH:9](C)C)CC1.F[C:14]1[CH:21]=[CH:20][C:17]([C:18]#[N:19])=[C:16]([O:22][CH3:23])[CH:15]=1.[C:24](=O)([O-])[O-].[Li+].[Li+]>>[OH:12][C@H:4]1[CH2:8][C@@H:7]([CH3:24])[N:6]([C:14]2[CH:21]=[CH:20][C:17]([C:18]#[N:19])=[C:16]([O:22][CH3:23])[CH:15]=2)[C@H:5]1[CH3:9] |f:2.3.4|. Procedure details: By an operation in the same manner as in Example 53 and using (2S,3S,5R)-2,5-dimethylpyrrolidin-3-ol 0.5 oxalate (62 mg), 4-fluoro-2-methoxybenzonitrile (70 mg) and lithium carbonate (63 mg), the title compound was obtained as a colorless solid (yield: 7 mg, yield: 7.3%). The reactants are COC1=C(C=C(C=C1)OC)C(C)=O (1-(2,5-dimethoxyphenyl)ethanone), C=1C=CC(=CC1)P(C=2C=CC=CC2)C3=CC=C4C=CC=CC4=C3C5=C6C=CC=CC6=CC=C5P(C=7C=CC=CC7)C=8C=CC=CC8 (BINAP), CC(C)(C)[O-].[Na+] (NaOt-Bu), BrC=1C=C(C(=C(C1)F)F)OC (5-bromo-1,2-difluoro-3-methoxybenzene). The reagents and catalysts are C=1C=CC(=CC1)/C=C/C(=O)/C=C/C2=CC=CC=C2.C=1C=CC(=CC1)/C=C/C(=O)/C=C/C2=CC=CC=C2.C=1C=CC(=CC1)/C=C/C(=O)/C=C/C2=CC=CC=C2.[Pd].[Pd] (Pd2dba3). The solvent is O (Water), C1CCOC1 (THF). Reaction conditions: temperature 70 celsius. The product is FC=1C=C(C=C(C1F)OC)CC(=O)C1=C(C=CC(=C1)OC)OC (2-(3,4-difluoro-5-methoxyphenyl)-1-(2,5-dimethoxyphenyl)ethanone). Isolated yield 24.8%. Reaction SMILES: C1C=CC(P(C2C(C3C(P(C4C=CC=CC=4)C4C=CC=CC=4)=CC=C4C=3C=CC=C4)=C3C(C=CC=C3)=CC=2)C2C=CC=CC=2)=CC=1.CC([O-])(C)C.[Na+].Br[C:54]1[CH:55]=[C:56]([O:62][CH3:63])[C:57]([F:61])=[C:58]([F:60])[CH:59]=1.[CH3:64][O:65][C:66]1[CH:71]=[CH:70][C:69]([O:72][CH3:73])=[CH:68][C:67]=1[C:74](=[O:76])[CH3:75]>C1COCC1.C1C=CC(/C=C/C(/C=C/C2C=CC=CC=2)=O)=CC=1.C1C=CC(/C=C/C(/C=C/C2C=CC=CC=2)=O)=CC=1.C1C=CC(/C=C/C(/C=C/C2C=CC=CC=2)=O)=CC=1.[Pd].[Pd].O>[F:60][C:58]1[CH:59]=[C:54]([CH2:75][C:74]([C:67]2[CH:68]=[C:69]([O:72][CH3:73])[CH:70]=[CH:71][C:66]=2[O:65][CH3:64])=[O:76])[CH:55]=[C:56]([O:62][CH3:63])[C:57]=1[F:61] |f:1.2,6.7.8.9.10|. Procedure: A 100-mL round-bottom flask charged with Pd2dba3 (69 mg, 0.075 mmol), BINAP (112 mg, 0.18 mmol), and NaOt-Bu (650 mg, 6.5 mmol) was degassed and filled with N2. THF (20 mL) was added, followed by a solution 5-bromo-1,2-difluoro-3-methoxybenzene (1.1 g, 5 mmol) and 1-(2,5-dimethoxyphenyl)ethanone (1.08 g, 6 mmol) in THF (10 mL). The resulting mixture was heated at 70° C. for 16 h. Water (30 mL) was added, and the mixture was extracted with ether (3×50 mL). The combined organics were dried over an... Solvent: COCCO (ethylene glycol monomethyl ether). The product is OC=1C(=C2CCC(OC2=C(C1C)C)COC1=CC=C(CC2C(NC(S2)=O)=O)C=C1)C (5-[4-(6-Hydroxy-5,7,8-trimethylchroman-2-ylmethoxy)benzyl]thiazolidine-2,4-dione). Starting materials: C(C)(=O)OC=1C(=C2CCC(OC2=C(C1C)C)COC1=CC=C(CC2C(NC(S2)=N)=O)C=C1)C (5-[4-(6-Acetoxy-5,7,8-trimethylchroman-2-ylmethoxy)benzyl]-2-iminothiazolidin-4-one), Cl (hydrochloric acid), O (water). Procedure: 290 mg of 5-[4-(6-acetoxy-5,7,8-trimethylchroman-2-ylmethoxy)benzyl]-2-iminothiazolidin-4-one (prepared as described in Example 4) were added to a mixture of 3 ml of concentrated hydrochloric acid, 1.5 ml of water and 5 ml of ethylene glycol monomethyl ether, and the mixture was heated under reflux for 3.5 hours. The reaction mixture was then processed and purified as described in Example 1(a), and the crude product, in the form of an oil, was subjected to column chromatography through silica ge... As a reaction SMILES: C([O:4][C:5]1[C:6]([CH3:33])=[C:7]2[C:12](=[C:13]([CH3:16])[C:14]=1[CH3:15])[O:11][CH:10]([CH2:17][O:18][C:19]1[CH:32]=[CH:31][C:22]([CH2:23][CH:24]3[S:28][C:27](=N)[NH:26][C:25]3=[O:30])=[CH:21][CH:20]=1)[CH2:9][CH2:8]2)(=O)C.Cl.[OH2:35]>COCCO>[OH:4][C:5]1[C:6]([CH3:33])=[C:7]2[C:12](=[C:13]([CH3:16])[C:14]=1[CH3:15])[O:11][CH:10]([CH2:17][O:18][C:19]1[CH:20]=[CH:21][C:22]([CH2:23][CH:24]3[S:28][C:27](=[O:35])[NH:26][C:25]3=[O:30])=[CH:31][CH:32]=1)[CH2:9][CH2:8]2. Starting materials: [H-].[Na+] (NaH), OC1=C(C=CC2=CC(=CC=C12)OC)C1=CC(=CC=C1)OC (1-hydroxy-2-(3-methoxyphenyl)-6-methoxynaphthalene), FC1=CC=C(C=O)C=C1 (4-fluorobenzaldehyde). Solvent: CN(C)C=O (DMF). Reaction conditions: temperature 70 celsius. Product: C(=O)C1=CC=C(OC2=C(C=CC3=CC(=CC=C23)OC)C2=CC(=CC=C2)OC)C=C1 (1-(4-Formylphenoxy)-2-(3-Methoxyphenyl)-6-Methoxynaphthalene). RXN SMILES: [OH:1][C:2]1[C:11]2[C:6](=[CH:7][C:8]([O:12][CH3:13])=[CH:9][CH:10]=2)[CH:5]=[CH:4][C:3]=1[C:14]1[CH:19]=[CH:18][CH:17]=[C:16]([O:20][CH3:21])[CH:15]=1.[H-].[Na+].F[C:25]1[CH:32]=[CH:31][C:28]([CH:29]=[O:30])=[CH:27][CH:26]=1>CN(C=O)C>[CH:29]([C:28]1[CH:31]=[CH:32][C:25]([O:1][C:2]2[C:11]3[C:6](=[CH:7][C:8]([O:12][CH3:13])=[CH:9][CH:10]=3)[CH:5]=[CH:4][C:3]=2[C:14]2[CH:19]=[CH:18][CH:17]=[C:16]([O:20][CH3:21])[CH:15]=2)=[CH:26][CH:27]=1)=[O:30] |f:1.2|. Procedure: A solution was prepared of 9.8 g (35 mmol) of 1-hydroxy-2-(3-methoxyphenyl)-6-methoxynaphthalene in 490 mL of DMF under a nitrogen atmosphere and to this solution was slowly added 1.47 g (36.8 mmol) of 60% NaH in mineral oil. After ten minutes, 7.5 mL (70 mmol) of 4-fluorobenzaldehyde was added and the reaction mixture was heated to 70° C. for sixty-four hours. The reaction mixture was evaporated to dryness and the residue partitioned between water and EtOAc. The EtOAc layer was dried with Na2SO... Reactants: ice water, [OH-].[Na+] (sodium hydroxide), C(#N)C1=C(C=CC=C1)NC(=O)C1=CC=C(CP(OCC)(OCC)=O)C=C1 (Diethyl 4-[N-(2-cyanophenyl)carbamoyl]benzylphosphonate), OO (hydrogen peroxide). Solvent: C1CCOC1 (THF), [Cl-].[Na+].O (brine). Run at time 16 hour. Yields the product OC1=NC(=NC2=CC=CC=C12)C1=CC=C(CP(OCC)(OCC)=O)C=C1 (diethyl 4-(4-hydroxyquinazolin-2-yl)benzylphosphonate). RXN SMILES: [C:1]([C:3]1[CH:8]=[CH:7][CH:6]=[CH:5][C:4]=1[NH:9][C:10]([C:12]1[CH:26]=[CH:25][C:15]([CH2:16][P:17](=[O:24])([O:21][CH2:22][CH3:23])[O:18][CH2:19][CH3:20])=[CH:14][CH:13]=1)=O)#[N:2].[OH:27]O.[OH-].[Na+]>C1COCC1.[Cl-].[Na+].O>[OH:27][C:1]1[C:3]2[C:4](=[CH:5][CH:6]=[CH:7][CH:8]=2)[N:9]=[C:10]([C:12]2[CH:26]=[CH:25][C:15]([CH2:16][P:17](=[O:24])([O:21][CH2:22][CH3:23])[O:18][CH2:19][CH3:20])=[CH:14][CH:13]=2)[N:2]=1 |f:2.3,5.6.7|. Procedure details: Diethyl 4-[N-(2-cyanophenyl)carbamoyl]benzylphosphonate (11.2 g) was dissolved in 100 ml of THF and cooled with ice water. After adding 50 ml of a 30% hydrogen peroxide aqueous solution containing 1.2 g of sodium hydroxide dropwise, the reaction mixture was stirred at room temperature for 16 hours. Saturated brine (50 ml) was added, and the reaction mixture was extracted with chloroform. The chloroform layer was dried over magnesium sulfate and the solvent was distilled off under reduced pressur...